This data is from the Open Reaction Database (ORD), a public repository of structured organic reaction records. The task is: describe an organic reaction: reactants, conditions, products, and yield The reactants are NC=1C=C(C(=O)O)C=CC1N (3,4-diaminobenzoic acid), C(C)(=O)O (acetic acid), N(=O)[O-].[Na+] (sodium nitrite). Run in O (water), O (water). Yields the product C(=O)(O)C1=CC2=C(NN=N2)C=C1 (5-carboxybenzotriazole). Yield: 717.2%. As a reaction SMILES: [NH2:1][C:2]1[CH:3]=[C:4]([CH:8]=[CH:9][C:10]=1[NH2:11])[C:5]([OH:7])=[O:6].C(O)(=O)C.[N:16]([O-])=O.[Na+]>O>[C:5]([C:4]1[CH:8]=[CH:9][C:10]2[NH:11][N:16]=[N:1][C:2]=2[CH:3]=1)([OH:7])=[O:6] |f:2.3|. Reported procedure: 15.2 g (0.01 mol) of 3,4-diaminobenzoic acid was dissolved in a mixed solvent composed of 100 ml of acetic acid and 50 ml of water. The solution was cooled to less than 5° C., and a solution prepared by dissolving 10 g (0.14 mol) of sodium nitrite in 30 ml of water was added dropwise with stirring. After the mixture was stirred at a room temperature for 2 hours, the precipitated crystal was filtered off. It was recrystallized from methanol to obtain 5-carboxybenzotriazole 11.7 g (72% yield). Mel... Starting materials: N(=[N+]=[N-])[C@@H]1[C@@H]2N(C(C(CS2)(C)OS(=O)(=O)C)C(=O)OCC2=CC=C(C=C2)OC)C1=O (p-methoxybenzyl 7α-azido-3-methanesulfonyloxy-3-methyl-cepham-4-carboxylate), C1=CC=CC=C1.CCOC(=O)C (PhH EtOAc). The solvent is CCOC(=O)C (EtOAc). Conditions: time 93 hour. Yields the product N(=[N+]=[N-])[C@@H]1[C@@H]2N(C(=C(CS2)C)C(=O)OCC2=CC=C(C=C2)OC)C1=O (p-methoxybenzyl 7α-azido-3-methyl-ceph-3-em-4-carboxylate). The yield is 30.8%. Reaction SMILES: [N:1]([C@H:4]1[C:29](=[O:30])[N:6]2[CH:7]([C:17]([O:19][CH2:20][C:21]3[CH:26]=[CH:25][C:24]([O:27][CH3:28])=[CH:23][CH:22]=3)=[O:18])[C:8](OS(C)(=O)=O)([CH3:11])[CH2:9][S:10][C@H:5]12)=[N+:2]=[N-:3].C1C=CC=CC=1.CCOC(C)=O>CCOC(C)=O>[N:1]([C@H:4]1[C:29](=[O:30])[N:6]2[C:7]([C:17]([O:19][CH2:20][C:21]3[CH:26]=[CH:25][C:24]([O:27][CH3:28])=[CH:23][CH:22]=3)=[O:18])=[C:8]([CH3:11])[CH2:9][S:10][C@H:5]12)=[N+:2]=[N-:3] |f:1.2|. Procedure: A mixture of p-methoxybenzyl 7α-azido-3-methanesulfonyloxy-3-methyl-cepham-4-carboxylate (210 mg., 0.46 mMol), EM silica gel 60 (2.5 g.), and 3:1 PhH-EtOAc (5 ml.) is stirred in a capped flask at room temperature for 93 hrs. The mixture is diluted with EtOAc and filtered. The silica gel is washed with more EtOAc. The filtrate and washings are combined, washed with 5% NaHCO3 and brine, dried with MgSO4, filtered, and evaporated in vacuo to a pale yellow oil (158 mg.). The material is purified by ... Reactants: C(CC)P1(OP(OP(O1)(=O)CCC)(=O)CCC)=O (T3P), C(C1=CC=CC=C1)OC=1C(=NC(=NC1O)CC1=NC=CC=C1C1=CC=CC=C1)C(=O)O (5-benzyloxy-6-hydroxy-2-(3-phenyl-pyridin-2-ylmethyl)-pyrimidine-4-carboxylic acid), [Si](C)(C)(C(C)(C)C)OCCNC(C)C (N-(2-(tert-Butyldimethylsilyloxy)ethyl)propan-2-amine), C(C)(C)N(C(C)C)CC (N,N-diisopropylethylamine). Solvent: CO (methanol), O (Water), CN(C=O)C (dimethylformamide), ClCCl (dichloromethane). Reaction conditions: temperature 0 celsius, time 16 hour. Yields the product [Si](C)(C)(C(C)(C)C)OCCN(C(=O)C1=NC(=NC(=C1OCC1=CC=CC=C1)O)CC1=NC=CC=C1C1=CC=CC=C1)C(C)C (5-benzyloxy-6-hydroxy-2-(3-phenyl-pyridin-2-ylmethyl)-pyrimidine-4-carboxylic acid [2-(tert-butyl-dimethylsilanyloxy)-ethyl]-isopropylamide). The yield is 36.7%. As a reaction SMILES: [CH2:1]([O:8][C:9]1[C:10]([C:29](O)=[O:30])=[N:11][C:12]([CH2:16][C:17]2[C:22]([C:23]3[CH:28]=[CH:27][CH:26]=[CH:25][CH:24]=3)=[CH:21][CH:20]=[CH:19][N:18]=2)=[N:13][C:14]=1[OH:15])[C:2]1[CH:7]=[CH:6][CH:5]=[CH:4][CH:3]=1.[Si:32]([O:39][CH2:40][CH2:41][NH:42][CH:43]([CH3:45])[CH3:44])([C:35]([CH3:38])([CH3:37])[CH3:36])([CH3:34])[CH3:33].C(N(CC)C(C)C)(C)C.C(P1(=O)OP(CCC)(=O)OP(CCC)(=O)O1)CC>CN(C)C=O.ClCCl.O.CO>[Si:32]([O:39][CH2:40][CH2:41][N:42]([CH:43]([CH3:45])[CH3:44])[C:29]([C:10]1[C:9]([O:8][CH2:1][C:2]2[CH:3]=[CH:4][CH:5]=[CH:6][CH:7]=2)=[C:14]([OH:15])[N:13]=[C:12]([CH2:16][C:17]2[C:22]([C:23]3[CH:28]=[CH:27][CH:26]=[CH:25][CH:24]=3)=[CH:21][CH:20]=[CH:19][N:18]=2)[N:11]=1)=[O:30])([C:35]([CH3:38])([CH3:37])[CH3:36])([CH3:34])[CH3:33]. Procedure: To a stirred solution of 5-benzyloxy-6-hydroxy-2-(3-phenyl-pyridin-2-ylmethyl)-pyrimidine-4-carboxylic acid (164) (370 mg, 0.89 mmol) and [2-(tert-butyl-dimethylsilanyloxy)-ethyl]-isopropyl-amine (8b) (292 mg, 1.34 mmol) in dimethylformamide (5 mL) was added N,N-diisopropylethylamine (0.5 mL, 2.69 mmol), the mixture was cooled to 0° C., T3P (50 wt % in ethyl acetate) (1.8 g, 2.69 mmol) was added, and the mixture was stirred for 16 h at room temperature. Silica thin layer chromatography was perfo...